From a dataset of the Open Reaction Database (ORD), a public repository of structured organic reaction records. describe an organic reaction: reactants, conditions, products, and yield The reactants are CCC(C)COc1ccc(-c2cnc(O)cn2)cc1, CCCCCCCCc1ccc(C(=O)Cl)c(F)c1, c1ccncc1. Product: CCCCCCCCc1ccc(C(=O)Oc2cnc(-c3ccc(OCC(C)CC)cc3)cn2)c(F)c1. Reaction SMILES: [CH3:1][CH:2]([CH2:3][O:4][c:5]1[cH:6][cH:7][c:8](-[c:11]2[n:12][cH:13][c:14]([OH:17])[n:15][cH:16]2)[cH:9][cH:10]1)[CH2:18][CH3:19].[F:20][c:21]1[c:22]([C:23](=[O:24])[Cl:25])[cH:26][cH:27][c:28]([CH2:30][CH2:31][CH2:32][CH2:33][CH2:34][CH2:35][CH2:36][CH3:37])[cH:29]1.[cH:38]1[cH:39][cH:40][n:41][cH:42][cH:43]1>>[CH3:1][CH:2]([CH2:3][O:4][c:5]1[cH:6][cH:7][c:8](-[c:11]2[n:12][cH:13][c:14]([O:17][C:23]([c:22]3[c:21]([F:20])[cH:29][c:28]([CH2:30][CH2:31][CH2:32][CH2:33][CH2:34][CH2:35][CH2:36][CH3:37])[cH:27][cH:26]3)=[O:24])[n:15][cH:16]2)[cH:9][cH:10]1)[CH2:18][CH3:19]. Reactants: Cl, CC(C)CC(NC(=O)C(N)Cc1ccccc1)C(=O)O, O=[PH](O)CCCc1ccccc1. Reaction SMILES: [ClH:33].[NH2:13][CH:14]([CH2:15][c:16]1[cH:17][cH:18][cH:19][cH:20][cH:21]1)[C:22](=[O:23])[NH:24][CH:25]([CH2:26][CH:27]([CH3:28])[CH3:29])[C:30](=[O:31])[OH:32].[c:1]1([CH2:7][CH2:8][CH2:9][PH:10]([OH:11])=[O:12])[cH:2][cH:3][cH:4][cH:5][cH:6]1>>[c:1]1([CH2:7][CH2:8][CH2:9][P:10](=[O:11])([OH:12])[NH:13][CH:14]([CH2:15][c:16]2[cH:17][cH:18][cH:19][cH:20][cH:21]2)[C:22](=[O:23])[NH:24][CH:25]([CH2:26][CH:27]([CH3:28])[CH3:29])[C:30](=[O:31])[OH:32])[cH:2][cH:3][cH:4][cH:5][cH:6]1. Product: CC(C)CC(NC(=O)C(Cc1ccccc1)NP(=O)(O)CCCc1ccccc1)C(=O)O.